The task is: describe an organic reaction: reactants, conditions, products, and yield. This data is from the Open Reaction Database (ORD), a public repository of structured organic reaction records. Starting materials: N1=C(C=CC=C1)CCOCCSCCC1OCCO1 (2-[2-[2-[2-[2-Pyridyl]ethoxy]ethylthio]ethyl]-1,3-dioxolane), C(=O)O (formic acid). Run at time 22 hour. Product: N1=C(C=CC=C1)CCOCCSC(C=O)C (2-[2-[2-Pyridyl]ethoxy ethylthio]propanal). RXN SMILES: [N:1]1[CH:6]=[CH:5][CH:4]=[CH:3][C:2]=1[CH2:7][CH2:8][O:9][CH2:10][CH2:11][S:12][CH2:13][CH2:14]C1OCCO1.[CH:20](O)=[O:21]>>[N:1]1[CH:6]=[CH:5][CH:4]=[CH:3][C:2]=1[CH2:7][CH2:8][O:9][CH2:10][CH2:11][S:12][CH:13]([CH3:14])[CH:20]=[O:21]. Reported procedure: The material from step b) (0.850 g) was dissolved in 80% formic acid (10 ml) and left to stand at room temperature for 22 hours. The mixture was partitioned between ether and water. The layers were separated and the aqueous layer extracted with ether. The ethereal extracts were combined, washed with brine, dried (MgSO4) and evaporated is under reduced pressure to yield the subtitled compound as an oil (0.70 g).